Dataset: the Open Reaction Database (ORD), a public repository of structured organic reaction records. Task: describe an organic reaction: reactants, conditions, products, and yield The reactants are C(CCC)[Li] (Butyllithium), ClC=1C=C(C=CC1)[C@H]1CCC(N[C@@H]1C1=CC=C(C=C1)Cl)=O ((5R,6S)-5-(3-chlorophenyl)-6-(4-chlorophenyl)piperidin-2-one), ClCC1=NN=NN1 (5-chloromethyl-1H-tetrazole). Run in C1CCOC1 (THF). Conditions: time 15 minute. Yields the product N1N=NN=C1C[C@H]1C(N[C@@H]([C@H](C1)C1=CC(=CC=C1)Cl)C1=CC=C(C=C1)Cl)=O ((3S,5R,6S)-3-((1H-tetrazol-5-yl)methyl)-5-(3-chlorophenyl)-6-(4-chlorophenyl)piperidin-2-one). As a reaction SMILES: [Cl:1][C:2]1[CH:3]=[C:4]([C@@H:8]2[C@@H:13]([C:14]3[CH:19]=[CH:18][C:17]([Cl:20])=[CH:16][CH:15]=3)[NH:12][C:11](=[O:21])[CH2:10][CH2:9]2)[CH:5]=[CH:6][CH:7]=1.C([Li])CCC.Cl[CH2:28][C:29]1[NH:33][N:32]=[N:31][N:30]=1>C1COCC1>[NH:30]1[C:29]([CH2:28][C@@H:10]2[CH2:9][C@H:8]([C:4]3[CH:5]=[CH:6][CH:7]=[C:2]([Cl:1])[CH:3]=3)[C@@H:13]([C:14]3[CH:15]=[CH:16][C:17]([Cl:20])=[CH:18][CH:19]=3)[NH:12][C:11]2=[O:21])=[N:33][N:32]=[N:31]1. Procedure details: A 100 mL round-bottomed flask was placed under vacuum and heated with a heat gun to ensure dryness. The flask was allowed to cool to room temperature and a solution of 500 mg (1.56 mmol) of (5R,6S)-5-(3-chlorophenyl)-6-(4-chlorophenyl)piperidin-2-one (Example 1, Step E) in THF (12 mL) under argon was added and cooled to 0° C. Butyllithium (1.6M in hexanes, 2440 μL, 3.90 mmol) was added followed by 5-chloromethyl-1H-tetrazole (185 mg, 1.561 mmol) and the reaction mixture was stirred for 15 minute... Starting materials: ClCCl, OCC(=C(c1ccc(F)cc1)c1ccc(F)cc1)n1cnnn1, O=[Cr](=O)([O-])Cl, c1cc[nH+]cc1. The product is O=CC(=C(c1ccc(F)cc1)c1ccc(F)cc1)n1cnnn1. As a reaction SMILES: [CH2:35]([Cl:36])[Cl:37].[F:1][c:2]1[cH:3][cH:4][c:5]([C:8](=[C:9]([CH2:10][OH:11])[n:12]2[n:13][n:14][n:15][cH:16]2)[c:17]2[cH:18][cH:19][c:20]([F:23])[cH:21][cH:22]2)[cH:6][cH:7]1.[O:24]=[Cr:25]([Cl:26])([O-:27])=[O:28].[nH+:29]1[cH:30][cH:31][cH:32][cH:33][cH:34]1>>[F:1][c:2]1[cH:3][cH:4][c:5]([C:8](=[C:9]([CH:10]=[O:11])[n:12]2[n:13][n:14][n:15][cH:16]2)[c:17]2[cH:18][cH:19][c:20]([F:23])[cH:21][cH:22]2)[cH:6][cH:7]1. Reactants: CC1CO1, C1CCOC1, CC(C)(C)[O-], [K+], c1ccc2[nH]ncc2c1. The product is CC(O)Cn1ncc2ccccc21. Reaction SMILES: [CH2:10]1[CH:11]([CH3:12])[O:13]1.[CH2:20]1[O:21][CH2:22][CH2:23][CH2:24]1.[CH3:14][C:15]([CH3:16])([O-:17])[CH3:18].[K+:19].[nH:1]1[n:2][cH:3][c:4]2[cH:5][cH:6][cH:7][cH:8][c:9]12>>[n:1]1([CH2:10][CH:11]([CH3:12])[OH:13])[n:2][cH:3][c:4]2[cH:5][cH:6][cH:7][cH:8][c:9]12. Reactants: C=O (formaldehyde), FC1=CC=2C3=C(N(C2C=C1)C1=CC=C(C=C1)F)CCNCC3 (9-fluoro-6-p-fluorophenyl-1,2,3,4,5,6-hexahydro-azepino[4,5-b]indole), N (ammonia). Solvent: C(=O)O (formic acid). Product: FC1=CC=2C3=C(N(C2C=C1)C1=CC=C(C=C1)F)CCN(CC3)C (9-Fluoro-6-p-fluorophenyl-1,2,3,4,5,6-hexahydro-3-methyl-azepino[4,5-b]indole). As a reaction SMILES: [CH2:1]=O.[F:3][C:4]1[CH:12]=[CH:11][C:10]2[N:9]([C:13]3[CH:18]=[CH:17][C:16]([F:19])=[CH:15][CH:14]=3)[C:8]3[CH2:20][CH2:21][NH:22][CH2:23][CH2:24][C:7]=3[C:6]=2[CH:5]=1.N>C(O)=O>[F:3][C:4]1[CH:12]=[CH:11][C:10]2[N:9]([C:13]3[CH:14]=[CH:15][C:16]([F:19])=[CH:17][CH:18]=3)[C:8]3[CH2:20][CH2:21][N:22]([CH3:1])[CH2:23][CH2:24][C:7]=3[C:6]=2[CH:5]=1. Procedure details: 8.7 ml of a 35% formaldehyde solution are added dropwise to a solution of 9 g of 9-fluoro-6-p-fluorophenyl-1,2,3,4,5,6-hexahydro-azepino[4,5-b]indole in 6.9 g of formic acid. The mixture is heated for 10 minutes to 70°, cooled, poured onto water, made alkaline with concentrated ammonia and extracted with ether. The ether extracts are dried over sodium sulphate and concentrated to give the title compound in hydrochloride form, m.p. 215° (decomp.; from ether/acetone).